From a dataset of the Open Reaction Database (ORD), a public repository of structured organic reaction records. describe an organic reaction: reactants, conditions, products, and yield The reactants are ClC(Cl)Cl, OCc1ccc2ncccc2c1. The product is O=Cc1ccc2ncccc2c1. RXN SMILES: [Cl:13][CH:14]([Cl:15])[Cl:16].[n:1]1[cH:2][cH:3][cH:4][c:5]2[cH:6][c:7]([CH2:11][OH:12])[cH:8][cH:9][c:10]12>>[n:1]1[cH:2][cH:3][cH:4][c:5]2[cH:6][c:7]([CH:11]=[O:12])[cH:8][cH:9][c:10]12. Starting materials: C(C)(C)(C)OC(=O)N1[C@H](C2=NC=C(C=C2C1)C(=O)O)C(C)C ((S)-6-(tert-butoxycarbonyl)-7-isopropyl-6,7-dihydro-5H-pyrrolo[3,4-b]pyridine-3-carboxylic acid), ClC=1C=C2C(=NC1)[C@@H](N(C2C)C(=O)OC(C)(C)C)C(C)C (tert-butyl(7S)-3-chloro-7-isopropyl-5-methyl-5,7-dihydro-6H-pyrrolo[3,4-b]pyridine-6-carboxylate). Run at time 1 minute. The product is C(C)(C)(C)OC(=O)N1[C@H](C2=NC=C(C=C2C1C)C(=O)O)C(C)C ((7S)-6-(tert-butoxycarbonyl)-7-isopropyl-5-methyl-6,7-dihydro-5H-pyrrolo[3,4-b]pyridine-3-carboxylic acid). As a reaction SMILES: [C:1]([O:5][C:6]([N:8]1[CH2:16][C:15]2[C:10](=[N:11][CH:12]=[C:13]([C:17]([OH:19])=[O:18])[CH:14]=2)[C@@H:9]1[CH:20]([CH3:22])[CH3:21])=[O:7])([CH3:4])([CH3:3])[CH3:2].Cl[C:24]1C=C2C(C)N(C(OC(C)(C)C)=O)[C@@H](C(C)C)C2=NC=1>>[C:1]([O:5][C:6]([N:8]1[CH:16]([CH3:24])[C:15]2[C:10](=[N:11][CH:12]=[C:13]([C:17]([OH:19])=[O:18])[CH:14]=2)[C@@H:9]1[CH:20]([CH3:22])[CH3:21])=[O:7])([CH3:4])([CH3:3])[CH3:2]. Procedure: Procedure same as that for (S)-6-(tert-butoxycarbonyl)-7-isopropyl-6,7-dihydro-5H-pyrrolo[3,4-b]pyridine-3-carboxylic acid, using tert-butyl(7S)-3-chloro-7-isopropyl-5-methyl-5,7-dihydro-6H-pyrrolo[3,4-b]pyridine-6-carboxylate as a starting material. LC-MS tR=0.99 min in 1 min chromatography, MS (ESI) m/z 321.5 [M+H]+. The reactants are BrC1=CC=C(C=C1)C1=CC=C(C=C1)F (4-bromo-4'-fluorobiphenyl), C(#C)C1(CN2CCC1CC2)O (3-ethynyl-3-hydroxyquinuclidine). The reagents and catalysts are C1=CC=C(C=C1)P(C2=CC=CC=C2)C3=CC=CC=C3.C1=CC=C(C=C1)P(C2=CC=CC=C2)C3=CC=CC=C3.Cl[Pd]Cl (bis(triphenylphosphine)-palladium (II) chloride), [Cu]I (copper (I) iodide). Run in O (water), [OH-].[Na+] (sodium hydroxide), C(C)N(CC)CC (triethylamine). Yields the product FC1=CC=C(C=C1)C1=CC=C(C=C1)C#CC1(CN2CCC1CC2)O (3-[2-(4'-fluorobiphenyl-4-yl)ethynyl]quinuclidin-3-ol). The yield is 16.5%. RXN SMILES: Br[C:2]1[CH:7]=[CH:6][C:5]([C:8]2[CH:13]=[CH:12][C:11]([F:14])=[CH:10][CH:9]=2)=[CH:4][CH:3]=1.[C:15]([C:17]1([OH:25])[CH:22]2[CH2:23][CH2:24][N:19]([CH2:20][CH2:21]2)[CH2:18]1)#[CH:16]>C(N(CC)CC)C.O.[OH-].[Na+].C1C=CC(P(C2C=CC=CC=2)C2C=CC=CC=2)=CC=1.C1C=CC(P(C2C=CC=CC=2)C2C=CC=CC=2)=CC=1.Cl[Pd]Cl.[Cu]I>[F:14][C:11]1[CH:12]=[CH:13][C:8]([C:5]2[CH:6]=[CH:7][C:2]([C:16]#[C:15][C:17]3([OH:25])[CH:22]4[CH2:23][CH2:24][N:19]([CH2:20][CH2:21]4)[CH2:18]3)=[CH:3][CH:4]=2)=[CH:9][CH:10]=1 |f:4.5,6.7.8|. Procedure: A mixture of 4-bromo-4'-fluorobiphenyl (1.0 g), 3-ethynyl-3-hydroxyquinuclidine (600 mg), bis(triphenylphosphine)-palladium (II) chloride (120 mg) and copper (I) iodide (60 mg) in dry triethylamine (15 ml) was stirred at reflux under an atmosphere of argon for 5 hours. The reaction mixture was cooled, diluted with water (60 ml), 2H aqueous sodium hydroxide solution added and extracted with dichloromethane. The mixed layers were filtered through diatomaceous earth and washed with dichloromethane....